The task is: describe an organic reaction: reactants, conditions, products, and yield. This data is from the Open Reaction Database (ORD), a public repository of structured organic reaction records. Reactants: C(C1=CC=CC=C1)(=O)OOC(C1=CC=CC=C1)=O (benzoyl peroxide), O (Water), C(C1=CC=CC=C1)N1C(N(CC1)[C@H](C(=O)N[C@H]([C@H](C[C@H](CC1=CC=C(C=C1)C1=NC=CC=C1)NC(=O)[C@H](C(C)(C)C)NC(OC)=O)O)CC1=CC=CC=C1)C(C)(C)C)=O (methyl(1S)-1-[({(1S,3S,4S)-4-{[(2S)-2-(3-benzyl-2-oxo-1-imidazolidinyl)-3,3-dimethylbutanoyl]amino}-3-hydroxy-5-phenyl-1-[4-(2-pyridinyl)benzyl]pentyl}amino)carbonyl]-2,2-dimethylpropylcarbamate), CSC (methyl sulfide), C(C1=CC=CC=C1)(=O)OOC(C1=CC=CC=C1)=O (benzoyl peroxide). Solvent: C(C)(=O)OCC (ethyl acetate), C(C)#N (acetonitrile). Reaction conditions: time 30 minute. Yields the product C(C1=CC=CC=C1)N1C(N(CC1)[C@H](C(=O)N[C@H]([C@H](C[C@H](CC1=CC=C(C=C1)C1=NC=CC=C1)NC([C@@H](NC(=O)OC)C(C)(C)C)=O)OCSC)CC1=CC=CC=C1)C(C)(C)C)=O (N1-[(1S,3S,4S)-4-{[(2S)-2-(3-benzyl-2-oxoimidazolidin-1-yl)-3,3-dimethylbutanoyl]amino}-3-[(methylthio)methoxy]-5-phenyl-1-(4-pyridin-2-ylbenzyl)pentyl]-N2-(methoxycarbonyl)-3-methyl-L-valinamide). Isolated yield 82.4%. As a reaction SMILES: [CH2:1]([N:8]1[CH2:12][CH2:11][N:10]([C@@H:13]([C:55]([CH3:58])([CH3:57])[CH3:56])[C:14]([NH:16][C@@H:17]([CH2:48][C:49]2[CH:54]=[CH:53][CH:52]=[CH:51][CH:50]=2)[C@@H:18]([OH:47])[CH2:19][C@@H:20]([NH:34][C:35]([C@@H:37]([NH:42][C:43](=[O:46])[O:44][CH3:45])[C:38]([CH3:41])([CH3:40])[CH3:39])=[O:36])[CH2:21][C:22]2[CH:27]=[CH:26][C:25]([C:28]3[CH:33]=[CH:32][CH:31]=[CH:30][N:29]=3)=[CH:24][CH:23]=2)=[O:15])[C:9]1=[O:59])[C:2]1[CH:7]=[CH:6][CH:5]=[CH:4][CH:3]=1.[CH3:60][S:61][CH3:62].C(OOC(=O)C1C=CC=CC=1)(=O)C1C=CC=CC=1.O>C(#N)C.C(OCC)(=O)C>[CH2:1]([N:8]1[CH2:12][CH2:11][N:10]([C@@H:13]([C:55]([CH3:58])([CH3:57])[CH3:56])[C:14]([NH:16][C@@H:17]([CH2:48][C:49]2[CH:54]=[CH:53][CH:52]=[CH:51][CH:50]=2)[C@@H:18]([O:47][CH2:60][S:61][CH3:62])[CH2:19][C@@H:20]([NH:34][C:35](=[O:36])[C@H:37]([C:38]([CH3:41])([CH3:40])[CH3:39])[NH:42][C:43]([O:44][CH3:45])=[O:46])[CH2:21][C:22]2[CH:27]=[CH:26][C:25]([C:28]3[CH:33]=[CH:32][CH:31]=[CH:30][N:29]=3)=[CH:24][CH:23]=2)=[O:15])[C:9]1=[O:59])[C:2]1[CH:3]=[CH:4][CH:5]=[CH:6][CH:7]=1. Procedure: To a solution of the compound of Example 111 (1.4 g, 1.74 mmol) and methyl sulfide (3.2 mL, 43.3 mmol) in acetonitrile (18 mL) at 0° C. was added benzoyl peroxide (1.7 g), and the mixture was warmed to room temperature and stirred for 30 minutes. The reaction was cooled to 0° C. and benzoyl peroxide (1.7 g) was added, and the mixture was warmed to room temperature and stirred for 30 minutes. Water was added and the reaction was diluted with ethyl acetate and washed with 10% Na2CO3 and brine. The... Reactants: C[C@@H]1CC[C@H](CC1)NC(C=CC1=CC(=C(C=C1)O)OC)=O (N-(trans-4-methylcyclohexyl)-4-hydroxy-3-methoxycinnamamide), C([O-])([O-])=O.[K+].[K+] (potassium carbonate), BrCCCCl (1-bromo-3-chloropropane). Run in CC(=O)CC(C)C (methylisobutylketone). Product: C[C@@H]1CC[C@H](CC1)NC(C=CC1=CC(=C(C=C1)OCCCCl)OC)=O (N-(trans-4-methylcyclohexyl)-4-(3-chloropropoxy)-3-methoxycinnamamide). Reaction SMILES: [CH3:1][C@H:2]1[CH2:7][CH2:6][C@H:5]([NH:8][C:9](=[O:21])[CH:10]=[CH:11][C:12]2[CH:17]=[CH:16][C:15]([OH:18])=[C:14]([O:19][CH3:20])[CH:13]=2)[CH2:4][CH2:3]1.C(=O)([O-])[O-].[K+].[K+].Br[CH2:29][CH2:30][CH2:31][Cl:32]>CC(CC(C)C)=O>[CH3:1][C@H:2]1[CH2:3][CH2:4][C@H:5]([NH:8][C:9](=[O:21])[CH:10]=[CH:11][C:12]2[CH:17]=[CH:16][C:15]([O:18][CH2:29][CH2:30][CH2:31][Cl:32])=[C:14]([O:19][CH3:20])[CH:13]=2)[CH2:6][CH2:7]1 |f:1.2.3|. Reported procedure: Using 5 g of of N-(trans-4-methylcyclohexyl)-4-hydroxy-3-methoxycinnamamide (Example 131), 120 ml of methylisobutylketone, 3.5 g of potassium carbonate, and 2.4 ml of 1-bromo-3-chloropropane, a reaction similar to that conducted in Example 106 was carried out. As a result, 5.63 g of N-(trans-4-methylcyclohexyl)-4-(3-chloropropoxy)-3-methoxycinnamamide (a compound of the present invention) was obtained as white crystal, which had the following physiochemical properties: Starting materials: O1C=C[C@@H](O)[C@@H](O)[C@H]1CO (galactal), C(C)(=O)OC=C (vinyl acetate). The solvent is O (water). Reaction conditions: time 45 minute. Yields the product 1.160, C(C)(=O)OC[C@@H]1[C@@H]([C@@H](C=CO1)O)O (6-O-acetylgalactal). Yield: 85.0%. Reaction SMILES: [O:1]1[C@H:8]([CH2:9][OH:10])[C@H:6]([OH:7])[C@H:4]([OH:5])[CH:3]=[CH:2]1.[C:11](OC=C)(=[O:13])[CH3:12]>O>[C:11]([O:10][CH2:9][C@H:8]1[O:1][CH:2]=[CH:3][C@@H:4]([OH:5])[C@H:6]1[OH:7])(=[O:13])[CH3:12]. Procedure details: 1.0 g (6.85 mmol) of galactal is dissolved in about 1 ml of water, and 1-4 g of crushed molecular sieves, 25-75 ml of vinyl acetate and 800 mg of lipase from Candida cylindracea (Sigma) are added. The mixture is stirred at room temperature for about 45 min. Drying, filtration, concentration in vacuo and chromatography on silica gel (ethyl acetate/hexane 1:1) or crystallization (from ethyl acetate/hexane) yields 1.090 to 1.160 (85-90%) of the desired 6-O-acetylgalactal. The reactants are Cl, Fc1ccc(NC(c2ccc(F)cc2)C2CCNC2)cc1, BrCCCOc1ccccc1. Product: Fc1ccc(NC(c2ccc(F)cc2)C2CCN(CCCOc3ccccc3)C2)cc1. RXN SMILES: [ClH:1].[F:2][c:3]1[cH:4][cH:5][c:6]([NH:9][CH:10]([CH:11]2[CH2:12][NH:13][CH2:14][CH2:15]2)[c:16]2[cH:17][cH:18][c:19]([F:22])[cH:20][cH:21]2)[cH:7][cH:8]1.[O:23]([c:24]1[cH:25][cH:26][cH:27][cH:28][cH:29]1)[CH2:30][CH2:31][CH2:32][Br:33]>>[F:2][c:3]1[cH:4][cH:5][c:6]([NH:9][CH:10]([CH:11]2[CH2:12][N:13]([CH2:32][CH2:31][CH2:30][O:23][c:24]3[cH:25][cH:26][cH:27][cH:28][cH:29]3)[CH2:14][CH2:15]2)[c:16]2[cH:17][cH:18][c:19]([F:22])[cH:20][cH:21]2)[cH:7][cH:8]1. Starting materials: BrCC(OC)OC (2-bromo-1,1-dimethoxyethane), OS(=O)(=O)O (H2SO4), OCC1=C(C=C(C=C1)S(=O)(=O)C(F)(F)F)O (2-(hydroxymethyl)-5-[(trifluoromethyl)sulfonyl]phenol), BrCC(OC)OC (2-bromo-1,1-dimethoxyethane), OS(=O)(=O)O (H2SO4). Solvent: C1CCOC1 (THF). Conditions: temperature 50 celsius. Yields the product BrCC1OCC2=C(O1)C=C(C=C2)S(=O)(=O)C(F)(F)F (2-(BROMOMETHYL)-7-[(TRIFLUOROMETHYL)SULFONYL]-4H-1,3-BENZODIOXINE). The yield is 87.0%. As a reaction SMILES: [OH:1][CH2:2][C:3]1[CH:8]=[CH:7][C:6]([S:9]([C:12]([F:15])([F:14])[F:13])(=[O:11])=[O:10])=[CH:5][C:4]=1[OH:16].[Br:17][CH2:18][CH:19](OC)OC.OS(O)(=O)=O>C1COCC1>[Br:17][CH2:18][CH:19]1[O:16][C:4]2[CH:5]=[C:6]([S:9]([C:12]([F:13])([F:14])[F:15])(=[O:10])=[O:11])[CH:7]=[CH:8][C:3]=2[CH2:2][O:1]1. Reported procedure: Preparation according to Preparation 9. 2-(hydroxymethyl)-5-[(trifluoromethyl)sulfonyl]phenol (2.7 g, 10.5 mmol), 2-bromo-1,1-dimethoxyethane (3.0 ml, 25.4 mmol), conc. H2SO4 (1.0 ml), THF (20 ml). Heating at 50° C. for 6 h. Additional 2-bromo-1,1-dimethoxyethane (5×0.5 ml, 21.1 mmol) and conc. H2SO4 (3×1.0 ml) were added during the reaction. Purification by flash column chromatography gave the title compound (3.3 g). MS m/z (rel. intensity, 70 eV) 362 (M+, 5), 360 (M+, 5), 267 (bp), 238 (64), 1... The reactants are CC(C)(C)[Si](Oc1ccc(OCC(O)CNCCc2ccc(-n3c(CCC4CCCC4)nc4cccnc43)cc2)cc1)(c1ccccc1)c1ccccc1, CO, ClC(Cl)Cl. Product: Oc1ccc(OCC(O)CNCCc2ccc(-n3c(CCC4CCCC4)nc4cccnc43)cc2)cc1. As a reaction SMILES: [C:1]([Si:2]([c:3]1[cH:4][cH:5][cH:43][cH:44][cH:45]1)([O:6][c:7]1[cH:8][cH:9][c:10]([O:11][CH2:12][CH:13]([CH2:14][NH:15][CH2:16][CH2:17][c:18]2[cH:19][cH:20][c:21](-[n:24]3[c:25]([CH2:33][CH2:34][CH:35]4[CH2:36][CH2:37][CH2:38][CH2:39]4)[n:26][c:27]4[c:28]3[n:29][cH:30][cH:31][cH:32]4)[cH:22][cH:23]2)[OH:40])[cH:41][cH:42]1)[c:46]1[cH:47][cH:48][cH:49][cH:50][cH:51]1)([CH3:52])([CH3:53])[CH3:54].[CH3:55][OH:56].[CH:57]([Cl:58])([Cl:59])[Cl:60]>>[OH:6][c:7]1[cH:8][cH:9][c:10]([O:11][CH2:12][CH:13]([CH2:14][NH:15][CH2:16][CH2:17][c:18]2[cH:19][cH:20][c:21](-[n:24]3[c:25]([CH2:33][CH2:34][CH:35]4[CH2:36][CH2:37][CH2:38][CH2:39]4)[n:26][c:27]4[c:28]3[n:29][cH:30][cH:31][cH:32]4)[cH:22][cH:23]2)[OH:40])[cH:41][cH:42]1. Starting materials: C1CCOC1, Nc1cc(CO)ccn1, CC(C)OC(=O)N=NC(=O)OC(C)C, O=c1[nH]c2ccccc2c(=O)o1, c1ccc(P(c2ccccc2)c2ccccc2)cc1. Yields the product Nc1cc(Cn2c(=O)oc(=O)c3ccccc32)ccn1. RXN SMILES: [CH2:55]1[O:56][CH2:57][CH2:58][CH2:59]1.[NH2:1][c:2]1[n:3][cH:4][cH:5][c:6]([CH2:8][OH:9])[cH:7]1.[O:41]=[C:42]([O:43][CH:44]([CH3:45])[CH3:46])[N:47]=[N:48][C:49]([O:50][CH:51]([CH3:52])[CH3:53])=[O:54].[c:10]12[c:11](=[O:12])[o:13][c:14](=[O:21])[nH:15][c:16]1[cH:17][cH:18][cH:19][cH:20]2.[c:22]1([P:23]([c:24]2[cH:25][cH:26][cH:27][cH:28][cH:29]2)[c:30]2[cH:31][cH:32][cH:33][cH:34][cH:35]2)[cH:36][cH:37][cH:38][cH:39][cH:40]1>>[NH2:1][c:2]1[n:3][cH:4][cH:5][c:6]([CH2:8][n:15]2[c:14](=[O:21])[o:13][c:11](=[O:12])[c:10]3[c:16]2[cH:17][cH:18][cH:19][cH:20]3)[cH:7]1. Reaction conditions: temperature -78 celsius, time 3.5 hour. Reported procedure: Ethyl 2-chloro-4-(4-fluorophenyl)-3-quinolinecarboxylate (12.91 g) is dissolved in 200 ml of dichloromethane at -78° C. under an atmosphere of nitrogen. A solution of diisobutylaluminum hydride (DIBAL) (97 ml, 2.5 equivalents) in dichloromethane is added dropwise and the reaction stirred for 3.5 hours at -78° C. The reaction is quenched by addition of a saturated solution of sodium sulfate (20 ml) and removing the cooling bath. The gelatinous mass is filtered through Celite, washed with hot ethy... The product is ClC1=NC2=CC=CC=C2C(=C1CO)C1=CC=C(C=C1)F (2-chloro-4-(4-fluorophenyl)-3-quinolinemethanol). The solvent is ClCCl (dichloromethane), ClCCl (dichloromethane). Isolated yield 83.1%. As a reaction SMILES: [Cl:1][C:2]1[C:11]([C:12](OCC)=[O:13])=[C:10]([C:17]2[CH:22]=[CH:21][C:20]([F:23])=[CH:19][CH:18]=2)[C:9]2[C:4](=[CH:5][CH:6]=[CH:7][CH:8]=2)[N:3]=1.[H-].C([Al+]CC(C)C)C(C)C>ClCCl>[Cl:1][C:2]1[C:11]([CH2:12][OH:13])=[C:10]([C:17]2[CH:18]=[CH:19][C:20]([F:23])=[CH:21][CH:22]=2)[C:9]2[C:4](=[CH:5][CH:6]=[CH:7][CH:8]=2)[N:3]=1 |f:1.2|. Reactants: ClC1=NC2=CC=CC=C2C(=C1C(=O)OCC)C1=CC=C(C=C1)F (Ethyl 2-chloro-4-(4-fluorophenyl)-3-quinolinecarboxylate), [H-].C(C(C)C)[Al+]CC(C)C (diisobutylaluminum hydride).